This data is from the Open Reaction Database (ORD), a public repository of structured organic reaction records. The task is: describe an organic reaction: reactants, conditions, products, and yield Reactants: N1(CCOCC1)C1=CC(=NC=2N1N=C(C2)C2=CC=NC=C2)NN ((7-morpholin-4-yl-2-pyridin-4-yl-pyrazolo[1,5-a]pyrimidin-5-yl)-hydrazine), C(C)(C)C=1C=C(C=O)C=CC1 (3-isopropyl-benzaldehyde). Solvent: C(C)O (ethanol). Conditions: time 8 hour. The product is C(C)(C)C=1C=C(C=NNC2=NC=3N(C(=C2)N2CCOCC2)N=C(C3)C3=CC=NC=C3)C=CC1 (N-(3-isopropyl-benzylidene)-N′-(7-morpholin-4-yl-2-Pyridin-4-yl-pyrazolo[1,5-a]pyrimidin-5-yl)-hydrazine). The yield is 26.5%. As a reaction SMILES: [N:1]1([C:7]2[N:12]3[N:13]=[C:14]([C:16]4[CH:21]=[CH:20][N:19]=[CH:18][CH:17]=4)[CH:15]=[C:11]3[N:10]=[C:9]([NH:22][NH2:23])[CH:8]=2)[CH2:6][CH2:5][O:4][CH2:3][CH2:2]1.[CH:24]([C:27]1[CH:28]=[C:29]([CH:32]=[CH:33][CH:34]=1)[CH:30]=O)([CH3:26])[CH3:25]>C(O)C>[CH:24]([C:27]1[CH:28]=[C:29]([CH:32]=[CH:33][CH:34]=1)[CH:30]=[N:23][NH:22][C:9]1[CH:8]=[C:7]([N:1]2[CH2:6][CH2:5][O:4][CH2:3][CH2:2]2)[N:12]2[N:13]=[C:14]([C:16]3[CH:17]=[CH:18][N:19]=[CH:20][CH:21]=3)[CH:15]=[C:11]2[N:10]=1)([CH3:26])[CH3:25]. Procedure: There was dissolved, in ethanol (2 mL), (7-morpholin-4-yl-2-pyridin-4-yl-pyrazolo[1,5-a]pyrimidin-5-yl)-hydrazine (30.1 mg, 0.0967 mM), then 3-isopropyl-benzaldehyde (14.3 mg, 0.0967 mM) was added to the solution and the mixture was stirred at room temperature overnight. The solvent was distilled off from this reaction liquid, the resulting residue was purified by the reversed phase HPLC and then subjected to a desalting treatment to thus give the title compound (11.3 mg, yield: 26%). Reactants: ClC(COC(C1=C(C=CC=C1)CSC1=CC=C(C=C1)CO)=O)(Cl)Cl (2-(4-Hydroxymethyl-phenylsulfanylmethyl)-benzoic acid 2,2,2-trichloro-ethyl ester), FC(C1=CC=C(C=C1)CC(=O)O)(F)F ((4-trifluoromethyl-phenyl) acetic acid), Cl (HCl), Cl (HCl), ClC(COC(C1=C(C=CC=C1)CSC1=CC=C(C=C1)CO)=O)(Cl)Cl (2-(4-hydroxymethyl-phenylsulfanylmethyl)-benzoic acid 2,2,2-trichloro-ethyl ester). Reagents/catalysts: CN(C)C=1C=CN=CC1 (DMAP), CN(C)C=1C=CN=CC1 (DMAP). Run in C(Cl)Cl (DCM), C(Cl)Cl (DCM), C(CCl)Cl (EDC), C(CCl)Cl (EDC). Conditions: time 8 hour. The product is ClC(COC(C1=C(C=CC=C1)CSC1=CC=C(C=C1)COC(CC1=CC=C(C=C1)C(F)(F)F)=O)=O)(Cl)Cl (2-{4-[2-(4-Trifluoromethyl-phenyl)-acetoxymethyl]-phenylsulfanylmethyl}benzoic acid 2,2,2-trichloro-ethyl ester). Isolated yield 109.4%. Reaction SMILES: [Cl:1][C:2]([Cl:24])([Cl:23])[CH2:3][O:4][C:5](=[O:22])[C:6]1[CH:11]=[CH:10][CH:9]=[CH:8][C:7]=1[CH2:12][S:13][C:14]1[CH:19]=[CH:18][C:17]([CH2:20][OH:21])=[CH:16][CH:15]=1.[F:25][C:26]([F:38])([F:37])[C:27]1[CH:32]=[CH:31][C:30]([CH2:33][C:34](O)=[O:35])=[CH:29][CH:28]=1.Cl>CN(C1C=CN=CC=1)C.C(Cl)Cl.C(Cl)CCl>[Cl:24][C:2]([Cl:1])([Cl:23])[CH2:3][O:4][C:5](=[O:22])[C:6]1[CH:11]=[CH:10][CH:9]=[CH:8][C:7]=1[CH2:12][S:13][C:14]1[CH:19]=[CH:18][C:17]([CH2:20][O:21][C:34](=[O:35])[CH2:33][C:30]2[CH:29]=[CH:28][C:27]([C:26]([F:37])([F:25])[F:38])=[CH:32][CH:31]=2)=[CH:16][CH:15]=1. Procedure: 2-(4-Hydroxymethyl-phenylsulfanylmethyl)-benzoic acid 2,2,2-trichloro-ethyl ester (70 mg, 0.173 mmol) was added to a stirred mixture of (4-trifluoromethyl-phenyl) acetic acid (39 mg, 0.190 mmol), EDC×HCl (50 mg, 0.259 mmol), DMAP (2.1 mg, 0.017 mmol) and DCM (3 mL). The reaction mixture was stirred at rt overnight, according to LC-MS analysis the reaction was uncomplete. Additional EDC×HCl (50 mg, 0.259 mmol), DMAP (2.1 mg, 0.017 mmol) and 2-(4-hydroxymethyl-phenylsulfanylmethyl)-benzoic acid 2,... Starting materials: C(C)(C)(C)OC(NN)=O (t-butylcarbazate), Cl.ClCC=1N=C(SC1)C(C)C (4-(chloromethyl)-2-isopropylthiazole hydrochloride). The solvent is C(C)(C)O (isopropyl alcohol), C(C)(C)O (isopropyl alcohol). Product: C(C)(C)C=1SC=C(N1)CNNC(=O)OC(C)(C)C (2-Isopropyl-4-((N-(tert-butyloxycarbonylamino)amino)methyl)thiazole). Reaction SMILES: [C:1]([O:5][C:6](=[O:9])[NH:7][NH2:8])([CH3:4])([CH3:3])[CH3:2].Cl.Cl[CH2:12][C:13]1[N:14]=[C:15]([CH:18]([CH3:20])[CH3:19])[S:16][CH:17]=1>C(O)(C)C>[CH:18]([C:15]1[S:16][CH:17]=[C:13]([CH2:12][NH:8][NH:7][C:6]([O:5][C:1]([CH3:4])([CH3:3])[CH3:2])=[O:9])[N:14]=1)([CH3:20])[CH3:19] |f:1.2|. Procedure: A solution of 7.5 g (57 mmol) to t-butylcarbazate in 200 ml of isopropyl alcohol was treated with a solution of 1.0 g (57 mmol) of 4-(chloromethyl)-2-isopropylthiazole hydrochloride in 10 ml of isopropyl alcohol. The resulting solution was heated at reflux for 16 h, allowed to cool, and concentrated in vacuo. The residue was diluted with 1N HCl, washed with three portions of ethyl acetate, basified to pH 12 with aqueous NaOH, and extracted with three portion of ethyl acetate. The combined organi... Reactants: CCN1C(=O)C(C)(C)C(=O)N(C)c2cc(OCCCNCCc3cccnc3)ccc21, CCN=C=NCCCN(C)C, CC#N, Cl, O=C(O)c1ccncc1, On1nnc2ccccc21. Yields the product CCN1C(=O)C(C)(C)C(=O)N(C)c2cc(OCCCN(CCc3cccnc3)C(=O)c3ccncc3)ccc21. As a reaction SMILES: [CH2:13]([CH3:14])[N:15]1[c:16]2[c:17]([cH:27][c:28]([O:31][CH2:32][CH2:33][CH2:34][NH:35][CH2:36][CH2:37][c:38]3[cH:39][n:40][cH:41][cH:42][cH:43]3)[cH:29][cH:30]2)[N:18]([CH3:26])[C:19](=[O:25])[C:20]([CH3:23])([CH3:24])[C:21]1=[O:22].[CH3:2][N:3]([CH3:4])[CH2:5][CH2:6][CH2:7][N:8]=[C:9]=[N:10][CH2:11][CH3:12].[CH3:63][C:64]#[N:65].[ClH:1].[OH:44][C:45](=[O:46])[c:47]1[cH:48][cH:49][n:50][cH:51][cH:52]1.[OH:53][n:54]1[c:55]2[cH:56][cH:57][cH:58][cH:59][c:60]2[n:61][n:62]1>>[CH2:13]([CH3:14])[N:15]1[c:16]2[c:17]([cH:27][c:28]([O:31][CH2:32][CH2:33][CH2:34][N:35]([CH2:36][CH2:37][c:38]3[cH:39][n:40][cH:41][cH:42][cH:43]3)[C:45](=[O:44])[c:47]3[cH:48][cH:49][n:50][cH:51][cH:52]3)[cH:29][cH:30]2)[N:18]([CH3:26])[C:19](=[O:25])[C:20]([CH3:23])([CH3:24])[C:21]1=[O:22]. Reactants: C(C)OC(=O)CN1C(C(CCCC2=C1C=CC=C2)N2C(C=1C(C2=O)=CC=CC1)=O)=O (1-ethoxycarbonylmethyl-3-phthalimido-3,4,5,6-tetrahydro-1-benzazocin-2(1H)-one), O.NN (hydrazine hydrate). Run in C(C)O (ethanol). Yields the product NC1C(N(C2=C(CCC1)C=CC=C2)CC(=O)OCC)=O (3-amino-1-ethoxycarbonylmethyl-3,4,5,6-tetrahydro-1-benzazocin-2(1H)one). As a reaction SMILES: [CH2:1]([O:3][C:4]([CH2:6][N:7]1[C:14]2[CH:15]=[CH:16][CH:17]=[CH:18][C:13]=2[CH2:12][CH2:11][CH2:10][CH:9]([N:19]2C(=O)C3=CC=CC=C3C2=O)[C:8]1=[O:30])=[O:5])[CH3:2].O.NN>C(O)C>[NH2:19][CH:9]1[CH2:10][CH2:11][CH2:12][C:13]2[CH:18]=[CH:17][CH:16]=[CH:15][C:14]=2[N:7]([CH2:6][C:4]([O:3][CH2:1][CH3:2])=[O:5])[C:8]1=[O:30] |f:1.2|. Procedure: A solution of 1-ethoxycarbonylmethyl-3-phthalimido-3,4,5,6-tetrahydro-1-benzazocin-2(1H)-one (1.4 g) and hydrazine hydrate (0.19 g) in ethanol (400 ml) is refluxed for 4 hours. The solvent is removed under reduced pressure and the residue distributed between ethyl acetate (200 ml) and 2N hydrochloric acid (125 ml). The organic phase is washed with 2N hydrochloric acid (100 ml). The combined hydrochloric acid solutions are made strongly basic with 2N sodium hydroxide, extracted with ethyl acetate... Reactants: Cl.C[C@@H]1CC(N[C@H]1CC1=CC=CC=C1)=N ((±) (trans) 4-methyl-5-(phenylmethyl)pyrrolidin-2-imine, monohydrochloride), [N+](=O)([O-])\C=C\C1=CC=CC=C1 (trans-b-Nitrostyrene), C(C1=CC=CC=C1)=O (benzaldehyde), NC1=C(C=CC=C1)N (1,2-diaminobenzene), ( 6 ). Product: [N+](=O)([O-])CCC1=CC=CC=C1 ((2-nitroethyl)benzene). The yield is 94.5%. As a reaction SMILES: Cl.C[C@H]1[C@H](CC2C=CC=CC=2)NC(=N)C1.[N+:16](/[CH:19]=[CH:20]/[C:21]1[CH:26]=[CH:25][CH:24]=[CH:23][CH:22]=1)([O-:18])=[O:17].C(=O)C1C=CC=CC=1.NC1C=CC=CC=1N>>[N+:16]([CH2:19][CH2:20][C:21]1[CH:26]=[CH:25][CH:24]=[CH:23][CH:22]=1)([O-:18])=[O:17] |f:0.1|. Reported procedure: Isomer B: (±) (trans) 4-methyl-5-(phenylmethyl)pyrrolidin-2-imine, monohydrochloride ##STR224## 219 A) trans-b-Nitrostyrene (63.0 g, 0.42 mole) was reacted with benzaldehyde (53.4 g, 0.5 mole) and 1,2-diaminobenzene (54.4 g, 0.5 mole) according to the procedure of Chikashita et. al. (Synth. Commun. 1985, 15 (6), 527) to yield (2-nitroethyl)benzene (60.0 g, 95%) as a yellow oil. Starting materials: OC=1C=C(C=CC1)NC(OC(C)(C)C)=O (tert-butyl (3-hydroxyphenyl)carbamate), [H-].[Na+] (NaH), BrCC1OC1 (2-(bromomethyl)oxirane). Run in CN(C)C=O (DMF). Conditions: time 30 minute. Yields the product O1C(C1)COC=1C=C(C=CC1)NC(OC(C)(C)C)=O (tert-butyl (3-(oxiran-2-ylmethoxy)phenyl)carbamate). RXN SMILES: [OH:1][C:2]1[CH:3]=[C:4]([NH:8][C:9](=[O:15])[O:10][C:11]([CH3:14])([CH3:13])[CH3:12])[CH:5]=[CH:6][CH:7]=1.[H-].[Na+].Br[CH2:19][CH:20]1[CH2:22][O:21]1>CN(C=O)C>[O:21]1[CH2:22][CH:20]1[CH2:19][O:1][C:2]1[CH:3]=[C:4]([NH:8][C:9](=[O:15])[O:10][C:11]([CH3:12])([CH3:14])[CH3:13])[CH:5]=[CH:6][CH:7]=1 |f:1.2|. Procedure: To a solution of tert-butyl (3-hydroxyphenyl)carbamate (1 g, 4.79 mmol) in DMF (15 mL) was added NaH (0.126 g, 5.26 mmol) at 0° C. After stirring for 30 min, 2-(bromomethyl)oxirane (0.716 g, 5.26 mmol) was added and the mixture stirred at 0° C. for 1 h before quenching with the addition of MeOH. After evaporation of this mixture, the resulting residue was dissolved in ethyl acetate and washed with water, dried and with sodium sulfate and concentrated with the resulting crude product used for nex... Procedure: Combine citric acid (167.6 mg, 0.87 mmol) and ethanol (3 mL) and heat until the solid dissolves. Combine (Z)-1-[4-(4-diethylaminobutoxy)phenyl]-1,2-diphenyl-2-chloro-ethylene (378.7 mg, 0.87 mmol) and warm ethanol (3 mL) and add with stirring to the citric acid solution prepared above. Cool to 4° C. and allow to stand for 18 hours. Filter to give the title compound as a solid: mp; 150°-151° C. As a reaction SMILES: [C:1]([OH:13])(=[O:12])[CH2:2][C:3]([CH2:8][C:9]([OH:11])=[O:10])([C:5]([OH:7])=[O:6])[OH:4].[CH2:14]([N:16]([CH2:43][CH3:44])[CH2:17][CH2:18][CH2:19][CH2:20][O:21][C:22]1[CH:27]=[CH:26][C:25](/[C:28](/[C:37]2[CH:42]=[CH:41][CH:40]=[CH:39][CH:38]=2)=[C:29](/[C:31]2[CH:36]=[CH:35][CH:34]=[CH:33][CH:32]=2)\[Cl:30])=[CH:24][CH:23]=1)[CH3:15]>C(O)C>[C:1]([OH:13])(=[O:12])[CH2:2][C:3]([CH2:8][C:9]([OH:11])=[O:10])([C:5]([OH:7])=[O:6])[OH:4].[CH2:43]([N:16]([CH2:14][CH3:15])[CH2:17][CH2:18][CH2:19][CH2:20][O:21][C:22]1[CH:27]=[CH:26][C:25](/[C:28](/[C:37]2[CH:42]=[CH:41][CH:40]=[CH:39][CH:38]=2)=[C:29](/[C:31]2[CH:32]=[CH:33][CH:34]=[CH:35][CH:36]=2)\[Cl:30])=[CH:24][CH:23]=1)[CH3:44] |f:3.4|. The reactants are C(CC(O)(C(=O)O)CC(=O)O)(=O)O (citric acid), C(C)N(CCCCOC1=CC=C(C=C1)\C(=C(/Cl)\C1=CC=CC=C1)\C1=CC=CC=C1)CC ((Z)-1-[4-(4-diethylaminobutoxy)phenyl]-1,2-diphenyl-2-chloro-ethylene), C(CC(O)(C(=O)O)CC(=O)O)(=O)O (citric acid). Solvent: C(C)O (ethanol), C(C)O (ethanol). The product is C(CC(O)(C(=O)O)CC(=O)O)(=O)O.C(C)N(CCCCOC1=CC=C(C=C1)\C(=C(/Cl)\C1=CC=CC=C1)\C1=CC=CC=C1)CC ((Z)-1-[4-(4-Diethylaminobutoxy)phenyl]-1,2-diphenyl-2-chloro-ethylene citrate salt). Conditions: temperature 4 celsius, time 18 hour. The reactants are CCCC[N+](CCCC)(CCCC)CCCC, C1CCOC1, [F-], CN(C)C(=O)c1cc(C2CCC(O[Si](C)(C)C(C)(C)C)CC2)ccc1N. Product: CN(C)C(=O)c1cc(C2CCC(O)CC2)ccc1N. Reaction SMILES: [CH2:28]([N+:29]([CH2:30][CH2:31][CH2:32][CH3:33])([CH2:34][CH2:35][CH2:36][CH3:37])[CH2:38][CH2:39][CH2:40][CH3:41])[CH2:42][CH2:43][CH3:44].[CH2:45]1[O:46][CH2:47][CH2:48][CH2:49]1.[F-:27].[NH2:1][c:2]1[c:3]([C:4](=[O:5])[N:6]([CH3:7])[CH3:8])[cH:9][c:10]([CH:13]2[CH2:14][CH2:15][CH:16]([O:19][Si:20]([C:21]([CH3:22])([CH3:23])[CH3:24])([CH3:25])[CH3:26])[CH2:17][CH2:18]2)[cH:11][cH:12]1>>[NH2:1][c:2]1[c:3]([C:4](=[O:5])[N:6]([CH3:7])[CH3:8])[cH:9][c:10]([CH:13]2[CH2:14][CH2:15][CH:16]([OH:19])[CH2:17][CH2:18]2)[cH:11][cH:12]1.